Dataset: the Open Reaction Database (ORD), a public repository of structured organic reaction records. Task: describe an organic reaction: reactants, conditions, products, and yield The reactants are [OH-].[Na+] (Sodium hydroxide), OC(CN(CCOS(=O)(=O)C1=CC=C(C=C1)C)S(=O)(=O)C1=CC=C(C=C1)C)C (Toluene-4-sulfonic acid 2-[(2-hydroxy-propyl)-(toluene-4-sulfonyl)-amino]-ethyl ester), O (water). The solvent is C(Cl)Cl (DCM), CO (methanol). Conditions: time 1 hour. Product: CC1CN(CCO1)S(=O)(=O)C1=CC=C(C=C1)C (2-Methyl-4-(toluene-4-sulfonyl)-morpholine). As a reaction SMILES: [OH-].[Na+].O[CH:4]([CH3:30])[CH2:5][N:6]([S:20]([C:23]1[CH:28]=[CH:27][C:26]([CH3:29])=[CH:25][CH:24]=1)(=[O:22])=[O:21])[CH2:7][CH2:8][O:9]S(C1C=CC(C)=CC=1)(=O)=O.O>CO.C(Cl)Cl>[CH3:30][CH:4]1[O:9][CH2:8][CH2:7][N:6]([S:20]([C:23]2[CH:28]=[CH:27][C:26]([CH3:29])=[CH:25][CH:24]=2)(=[O:22])=[O:21])[CH2:5]1 |f:0.1|. Reported procedure: Sodium hydroxide (0.91 g, 0.02 mol) suspended in methanol (15 ml) was added to a stirred solution of Toluene-4-sulfonic acid 2-[(2-hydroxy-propyl)-(toluene-4-sulfonyl)-amino]-ethyl ester (9.69 g, 0.02 mol) in DCM (15 ml). After 1 h, water (50 ml) was added to the solution. The organic layer was collected, dried over sodium sulphate and evaporated in vaccuo to yield a green oily residue. This was purified by chromatographic separation (20% Ethyl acetate:petrol) to yield the title compound as a wh... Reactants: C(C1=CC=CC=C1)OC(=O)NC1=CN=C2N(C1=O)C(CC2)(C(=O)O)C (3-benzyloxycarbonylamino-6-methyl-4-oxo-4,6,7,8-tetrahydro-pyrrolo[1,2-a]pyrimidine-6-carboxylic acid), C(C)(C)(C)OC(=O)C1(CCC=2N1C(C(=CN2)NC(=O)OCC2=CC=CC=C2)=O)CC=C (6-allyl-3-benzyloxycarbonylamino-4-oxo-4,6,7,8-tetrahydro-pyrrolo[1,2-a]pyrimidine-6-carboxylic acid tert-butyl ester). Product: C(C=C)C1(CCC=2N1C(C(=CN2)NC(=O)OCC2=CC=CC=C2)=O)C(=O)O (6-allyl-3-benzyloxycarbonylamino-4-oxo-4,6,7,8-tetrahydro-pyrrolo[1,2-a]pyrimidine-6-carboxylic acid). The yield is 86.3%. RXN SMILES: C(OC(NC1C(=O)N2C(C)(C(O)=O)CCC2=NC=1)=O)C1C=CC=CC=1.C([O:30][C:31]([C:33]1([CH2:54][CH:55]=[CH2:56])[N:37]2[C:38](=[O:53])[C:39]([NH:42][C:43]([O:45][CH2:46][C:47]3[CH:52]=[CH:51][CH:50]=[CH:49][CH:48]=3)=[O:44])=[CH:40][N:41]=[C:36]2[CH2:35][CH2:34]1)=[O:32])(C)(C)C>>[CH2:54]([C:33]1([C:31]([OH:32])=[O:30])[N:37]2[C:38](=[O:53])[C:39]([NH:42][C:43]([O:45][CH2:46][C:47]3[CH:52]=[CH:51][CH:50]=[CH:49][CH:48]=3)=[O:44])=[CH:40][N:41]=[C:36]2[CH2:35][CH2:34]1)[CH:55]=[CH2:56]. Reported procedure: According to the procedure for the preparation of intermediate 19b, intermediate 20a (127 mg, 0.298 mmol) was deprotected to afford 95 mg (86%) of intermediate 20b. MS (ESI) 368.2 (M−H+). Reactants: C(C)(C)(C)OC(NCC=1N(C(C2=CC=C(C=C2C1C1=CC=CC=C1)OCC1=CC=CC=C1)=O)CC(C)C)=O (tert-butyl(6-benzyloxy-2-isobutyl-1-oxo-4-phenyl-1,2-dihydro-3-isoquinolinyl)methylcarbamate). Yield: 92.3%. Run at time 2 hour. Product: C(C)(C)(C)OC(NCC=1N(C(C2=CC=C(C=C2C1C1=CC=CC=C1)O)=O)CC(C)C)=O (tert-butyl(6-hydroxy-2-isobutyl-1-oxo-4-phenyl-1,2-dihydro-3-isoquinolinyl)methylcarbamate). Run in O1CCCC1 (tetrahydrofuran), C(C)O (ethanol). Reported procedure: A suspension of tert-butyl(6-benzyloxy-2-isobutyl-1-oxo-4-phenyl-1,2-dihydro-3-isoquinolinyl)methylcarbamate (2.05 g, 4 mmol) and 5% palladium carbon (0.6 g) in tetrahydrofuran (10 mL) and ethanol (10 mL) was stirred under a hydrogen atmosphere at room temperature for 2 h. The catalyst was filtered off and the filtrate was concentrated under reduced pressure. The obtained crystals were recrystallized from ethyl acetate-diisopropyl ether to give tert-butyl(6-hydroxy-2-isobutyl-1-oxo-4-phenyl-1,2-... The reagents and catalysts are [C].[Pd] (palladium carbon). RXN SMILES: [C:1]([O:5][C:6](=[O:38])[NH:7][CH2:8][C:9]1[N:10]([CH2:34][CH:35]([CH3:37])[CH3:36])[C:11](=[O:33])[C:12]2[C:17]([C:18]=1[C:19]1[CH:24]=[CH:23][CH:22]=[CH:21][CH:20]=1)=[CH:16][C:15]([O:25]CC1C=CC=CC=1)=[CH:14][CH:13]=2)([CH3:4])([CH3:3])[CH3:2]>O1CCCC1.C(O)C.[C].[Pd]>[C:1]([O:5][C:6](=[O:38])[NH:7][CH2:8][C:9]1[N:10]([CH2:34][CH:35]([CH3:36])[CH3:37])[C:11](=[O:33])[C:12]2[C:17]([C:18]=1[C:19]1[CH:24]=[CH:23][CH:22]=[CH:21][CH:20]=1)=[CH:16][C:15]([OH:25])=[CH:14][CH:13]=2)([CH3:4])([CH3:3])[CH3:2] |f:3.4|. The reactants are N(=[N+]=[N-])C(=O)C1=NOC=N1 (3-Azidocarbonyl-1,2,4-oxadiazole), NC12CC3CC(CC(C1)C3)C2 (1-aminoadamantane). The solvent is C(Cl)(Cl)Cl (chloroform). Run at time 24 hour. Product: C12(CC3CC(CC(C1)C3)C2)NC(=O)C2=NOC=N2 (3-Adamant-1-ylcarbamoyl-1,2,4-oxadiazole). The yield is 27.0%. RXN SMILES: [N:1]([C:4]([C:6]1[N:10]=[CH:9][O:8][N:7]=1)=[O:5])=[N+]=[N-].N[C:12]12[CH2:21][CH:16]3[CH2:17][CH:18]([CH2:20][CH:14]([CH2:15]3)[CH2:13]1)[CH2:19]2>C(Cl)(Cl)Cl>[C:12]12([NH:1][C:4]([C:6]3[N:10]=[CH:9][O:8][N:7]=3)=[O:5])[CH2:21][CH:16]3[CH2:17][CH:18]([CH2:20][CH:14]([CH2:15]3)[CH2:13]1)[CH2:19]2. Procedure details: 3-Azidocarbonyl-1,2,4-oxadiazole (350 mg.) was added to a solution of 1-aminoadamantane (378 mg.) in chloroform (15 ml.) and the mixture was stirred for 24 hr. The chloroform solution was evaporated to dryness under reduced pressure and the residue was recrystallised from aqueous methanol to give title compound (167 mg.), m.p. 141°-142°, νmax. (EtOH) 230 nm (ε 3,910), λmax. (Nujol) 3392 (--NH--) 1692 and 1515 cm.-1 (CONH). Further examples provided in Table II were prepared by the following gene... Reactants: C(C1=CC=CC=C1)(=O)NC1=CC=C(C=C1)C1=CC=C2CN(C(C2=C1)=O)[C@H](C(=O)O)C(C)C ((S)-2-(6-(4-Benzamidophenyl)-1-oxoisoindolin-2-yl)-3-methylbutanoic acid), FC1=C(C(=O)NC2=CC=C(C=C2)C2=CC=C3CN(C(C3=C2)=O)[C@H](C(=O)OC)C(C)C)C=CC(=C1)F ((S)-Methyl 2-(6-(4-(2,4-difluorobenzamido)phenyl)-1-oxoisoindolin-2-yl)-3-methylbutanoate). The product is FC1=C(C(=O)NC2=CC=C(C=C2)C2=CC=C3CN(C(C3=C2)=O)[C@H](C(=O)O)C(C)C)C=CC(=C1)F ((S)-2-(6-(4-(2,4-Difluorobenzamido)phenyl)-1-oxoisoindolin-2-yl)-3-methyl butanoic acid). Yield: 84.0%. RXN SMILES: C(NC1C=CC(C2C=C3C(CN([C@@H](C(C)C)C(O)=O)C3=O)=CC=2)=CC=1)(=O)C1C=CC=CC=1.[F:33][C:34]1[CH:66]=[C:65]([F:67])[CH:64]=[CH:63][C:35]=1[C:36]([NH:38][C:39]1[CH:44]=[CH:43][C:42]([C:45]2[CH:53]=[C:52]3[C:48]([CH2:49][N:50]([C@@H:55]([CH:60]([CH3:62])[CH3:61])[C:56]([O:58]C)=[O:57])[C:51]3=[O:54])=[CH:47][CH:46]=2)=[CH:41][CH:40]=1)=[O:37]>>[F:33][C:34]1[CH:66]=[C:65]([F:67])[CH:64]=[CH:63][C:35]=1[C:36]([NH:38][C:39]1[CH:44]=[CH:43][C:42]([C:45]2[CH:53]=[C:52]3[C:48]([CH2:49][N:50]([C@@H:55]([CH:60]([CH3:62])[CH3:61])[C:56]([OH:58])=[O:57])[C:51]3=[O:54])=[CH:47][CH:46]=2)=[CH:41][CH:40]=1)=[O:37]. Reported procedure: The compound of example 110 was prepared analogous to compound of example 98 by hydrolysis of compound of example 109. Reactants: CC(O)c1ccncc1Br, O=C([O-])[O-], ClCCl, CC1(C)OB(c2ccc(C#N)cc2F)OC1(C)C, [Na+], [Na+], CN(C)C=O. Yields the product CC(O)c1ccncc1-c1ccc(C#N)cc1F. As a reaction SMILES: [Br:19][c:20]1[cH:21][n:22][cH:23][cH:24][c:25]1[CH:26]([CH3:27])[OH:28].[C:32](=[O:33])([O-:34])[O-:35].[Cl:29][CH2:30][Cl:31].[F:1][c:2]1[cH:3][c:4]([C:5]#[N:6])[cH:7][cH:8][c:9]1[B:10]1[O:11][C:12]([CH3:13])([CH3:14])[C:15]([CH3:16])([CH3:17])[O:18]1.[Na+:36].[Na+:37].[O:38]=[CH:39][N:40]([CH3:41])[CH3:42]>>[F:1][c:2]1[cH:3][c:4]([C:5]#[N:6])[cH:7][cH:8][c:9]1-[c:20]1[cH:21][n:22][cH:23][cH:24][c:25]1[CH:26]([CH3:27])[OH:28]. Starting materials: C1(CCCC1)CC(=O)Cl (cyclopentylacetyl chloride), C(=O)(C(F)(F)F)OC(=O)C(F)(F)F (TFAA), CC(CC(=O)Cl)C (3-methyl-butyryl chloride), CC1=NC=NC(=C1C(=O)N1CC2CN(CC2C1)CCC(C1CCNCC1)C1=CC=CC=C1)C ((4,6-dimethyl-pyrimidin-5-yl)-[5-(3-phenyl-3-piperidin-4-yl-propyl)-hexahydro-pyrrolo[3,4-c]pyrrol-2-yl]-methanone), C(C(C)(C)C)(=O)Cl (pivaloyl chloride), C(C(C)C)(=O)Cl (isobutyryl chloride), C(CC)(=O)Cl (propionyl chloride), COCC(=O)Cl (methoxyacetyl chloride). The product is CC1=NC=NC(=C1C(=O)N1CC2C(C1)CN(C2)CCC(C2=CC=CC=C2)C2CCN(CC2)C(C(C)C)=O)C (1-(4-{3-[5-(4,6-Dimethyl-pyrimidine-5-carbonyl)-hexahydro-pyrrolo[3,4-c]pyrrol-2-yl]-1-phenyl-propyl}-piperidin-1-yl)-2-methyl-propan-1-one). RXN SMILES: [CH3:1][C:2]1[C:7]([C:8]([N:10]2[CH2:17][CH:16]3[CH:12]([CH2:13][N:14]([CH2:18][CH2:19][CH:20]([C:27]4[CH:32]=[CH:31][CH:30]=[CH:29][CH:28]=4)[CH:21]4[CH2:26][CH2:25][NH:24][CH2:23][CH2:22]4)[CH2:15]3)[CH2:11]2)=[O:9])=[C:6]([CH3:33])[N:5]=[CH:4][N:3]=1.[C:34](Cl)(=[O:39])[C:35](C)([CH3:37])[CH3:36].C(Cl)(=O)CC.CC(C)CC(Cl)=O.C(Cl)(=O)C(C)C.COCC(Cl)=O.C1(CC(Cl)=O)CCCC1.C(OC(C(F)(F)F)=O)(C(F)(F)F)=O>>[CH3:33][C:6]1[C:7]([C:8]([N:10]2[CH2:17][CH:16]3[CH2:15][N:14]([CH2:18][CH2:19][CH:20]([CH:21]4[CH2:22][CH2:23][N:24]([C:34](=[O:39])[CH:35]([CH3:37])[CH3:36])[CH2:25][CH2:26]4)[C:27]4[CH:32]=[CH:31][CH:30]=[CH:29][CH:28]=4)[CH2:13][CH:12]3[CH2:11]2)=[O:9])=[C:2]([CH3:1])[N:3]=[CH:4][N:5]=1. Procedure details: The following were prepared analogously from (4,6-dimethyl-pyrimidin-5-yl)-[5-(3-phenyl-3-piperidin-4-yl-propyl)-hexahydro-pyrrolo[3,4-c]pyrrol-2-yl]-methanone using the acylating agent in parenthesis in place of pivaloyl chloride: V-13 (propionyl chloride), V-14 (3-methyl-butyryl chloride), V-19 (isobutyryl chloride), V-16 (methoxyacetyl chloride), V-17 (cyclopentylacetyl chloride) and V-22 (TFAA). Starting materials: C(C)OC(C=C(C(C)C)CC1=CC(=CC=C1)OC)=O (ethyl-4-methyl-3-{[3-(methyloxy)phenyl]methyl}-2-pentenoate), [H][H] (hydrogen). The reagents and catalysts are [Pd] (Pd/C). Solvent: C(C)O (ethanol). Product: CC(C(CC(=O)OCC)CC1=CC(=CC=C1)OC)C (Ethyl 4-methyl-3-{[3-(methyloxy)phenyl]methyl}pentanoate). RXN SMILES: [CH2:1]([O:3][C:4](=[O:19])[CH:5]=[C:6]([CH2:10][C:11]1[CH:16]=[CH:15][CH:14]=[C:13]([O:17][CH3:18])[CH:12]=1)[CH:7]([CH3:9])[CH3:8])[CH3:2].[H][H]>C(O)C.[Pd]>[CH3:9][CH:7]([CH3:8])[CH:6]([CH2:10][C:11]1[CH:16]=[CH:15][CH:14]=[C:13]([O:17][CH3:18])[CH:12]=1)[CH2:5][C:4]([O:3][CH2:1][CH3:2])=[O:19]. Reported procedure: The oily mixture containing (65) was dissolved in ethanol (50 mL) and 10% Pd/C (200 mg) was added. The mixture was hydrogenated at room temperature using a hydrogen balloon overnight. Filtered through celite, the filtrate was concentrated to give 1.72 g of compound (66) (41% from the ketone) of the title compound as a colorless oil. 1H NMR (400 MHz, CDCl3): δ 0.89 (d, J=7.4 Hz, 3H), 0.91 (d, J=7.6 Hz, 3H), 1.21 (t, J=7.2 Hz, 3H), 1.70-1.80 (m, 1H), 2.10-2.20 (m, 2H), 2.20-2.30 (m, 1H), 2.44 (dd,... The product is CC(C)(C)OC(=O)N1CC(=O)CC1C(=O)Nc1ccc(-n2ccccc2=O)cc1. The reactants are CC(C)(C)OC(=O)N1CC(=O)CC1C(=O)O, CCOC(=O)N1c2ccccc2C=CC1OCC, COC(C)(C)C, Cc1ccccc1, Nc1ccc(-n2ccccc2=O)cc1. As a reaction SMILES: [C:19](=[O:20])([O:21][C:22]([CH3:23])([CH3:24])[CH3:25])[N:26]1[CH:27]([C:28](=[O:29])[OH:30])[CH2:31][C:32](=[O:34])[CH2:33]1.[CH2:1]([O:2][CH:3]1[CH:4]=[CH:5][c:6]2[c:7]([cH:8][cH:9][cH:10][cH:11]2)[N:12]1[C:13]([O:14][CH2:15][CH3:16])=[O:17])[CH3:18].[CH3:49][O:50][C:51]([CH3:52])([CH3:53])[CH3:54].[CH3:55][c:56]1[cH:57][cH:58][cH:59][cH:60][cH:61]1.[NH2:35][c:36]1[cH:37][cH:38][c:39](-[n:42]2[c:43](=[O:48])[cH:44][cH:45][cH:46][cH:47]2)[cH:40][cH:41]1>>[C:19](=[O:20])([O:21][C:22]([CH3:23])([CH3:24])[CH3:25])[N:26]1[CH:27]([C:28](=[O:30])[NH:35][c:36]2[cH:37][cH:38][c:39](-[n:42]3[c:43](=[O:48])[cH:44][cH:45][cH:46][cH:47]3)[cH:40][cH:41]2)[CH2:31][C:32](=[O:34])[CH2:33]1.